From a dataset of the Open Reaction Database (ORD), a public repository of structured organic reaction records. describe an organic reaction: reactants, conditions, products, and yield Reported procedure: To a solution of isopropyl-{4-methyl-6-[3-(4-vinyl-phenyl)-[1,2,4]oxadiazol-5-yl]-pyrimidin-2-yl}-amine (Intermediate 8: 2.78 g, 8.67 mmol) in acetone (45 mL) are added water (4 mL) and a 2.5% aq. solution of OsO4 (136 μL), followed by N-methyl-morpholine-N-oxide monohydrate (1.4 g, 10.4 mmol). The reaction mixture is stirred at rt for 18 h. Another 68 μL of 2.5% aq. solution of OsO4 is added and stirring is continued for another 3 h. The mixture is then diluted with DCM (150 mL), and washed wit... Reaction conditions: time 18 hour. Yields the product C(C)(C)NC1=NC(=CC(=N1)C1=NC(=NO1)C1=CC=C(C=C1)C(CO)O)C (racemic 1-{4-[5-(2-isopropylamino-6-methyl-pyrimidin-4-yl)-[1,2,4]oxadiazol-3-yl]-phenyl}-ethane-1,2-diol). As a reaction SMILES: [CH:1]([NH:4][C:5]1[N:10]=[C:9]([CH3:11])[CH:8]=[C:7]([C:12]2[O:16][N:15]=[C:14]([C:17]3[CH:22]=[CH:21][C:20]([CH:23]=[CH2:24])=[CH:19][CH:18]=3)[N:13]=2)[N:6]=1)([CH3:3])[CH3:2].[OH2:25].[OH2:26].C[N+]1([O-])CCOCC1>CC(C)=O.C(Cl)Cl.O=[Os](=O)(=O)=O>[CH:1]([NH:4][C:5]1[N:6]=[C:7]([C:12]2[O:16][N:15]=[C:14]([C:17]3[CH:18]=[CH:19][C:20]([CH:23]([OH:26])[CH2:24][OH:25])=[CH:21][CH:22]=3)[N:13]=2)[CH:8]=[C:9]([CH3:11])[N:10]=1)([CH3:2])[CH3:3] |f:2.3|. The reactants are aq. solution, aq. solution, O.C[N+]1(CCOCC1)[O-] (N-methyl-morpholine-N-oxide monohydrate), C(C)(C)NC1=NC(=CC(=N1)C)C1=NC(=NO1)C1=CC=C(C=C1)C=C (isopropyl-{4-methyl-6-[3-(4-vinyl-phenyl)-[1,2,4]oxadiazol-5-yl]-pyrimidin-2-yl}-amine), C(C)(C)NC1=NC(=CC(=N1)C)C1=NC(=NO1)C1=CC=C(C=C1)C=C (isopropyl-{4-methyl-6-[3-(4-vinyl-phenyl)-[1,2,4]oxadiazol-5-yl]-pyrimidin-2-yl}-amine), O (water). The reagents and catalysts are O=[Os](=O)(=O)=O (OsO4), O=[Os](=O)(=O)=O (OsO4). Run in C(Cl)Cl (DCM), CC(=O)C (acetone). Product: BrC=1C=C(C=CC1)C1C(CNCC1)OCC1=CC2=CC=CC=C2C=C1 ((3RS,4RS)-4-(3-bromophenyl)-3-(naphthalen-2-ylmethoxy)-piperidine). Run in CO (methanol), CO (MeOH). Procedure: A solution of 173 mg (0.35 mmol) of tert-butyl (3RS,4RS)-4-(3-bromophenyl)-3-(naphthalen-2-ylmethoxy)-piperidine-1-carboxylate in 6 ml of methanol was treated with 6 ml of a 2 N solution of hydrogen chloride in MeOH and stirred at 50° C. for 4 hours. Subsequently, the mixture was partitioned between ethyl acetate and a 5% sodium hydrogen carbonate solution, the organic phase was dried over magnesium sulphate and finally the solvent was removed under reduced pressure. The crude product was purifi... Starting materials: BrC=1C=C(C=CC1)C1C(CN(CC1)C(=O)OC(C)(C)C)OCC1=CC2=CC=CC=C2C=C1 (tert-butyl (3RS,4RS)-4-(3-bromophenyl)-3-(naphthalen-2-ylmethoxy)-piperidine-1-carboxylate), solution, Cl (hydrogen chloride). The yield is 90.8%. Run at temperature 50 celsius, time 4 hour. Reaction SMILES: [Br:1][C:2]1[CH:3]=[C:4]([CH:8]2[CH2:13][CH2:12][N:11](C(OC(C)(C)C)=O)[CH2:10][CH:9]2[O:21][CH2:22][C:23]2[CH:32]=[CH:31][C:30]3[C:25](=[CH:26][CH:27]=[CH:28][CH:29]=3)[CH:24]=2)[CH:5]=[CH:6][CH:7]=1.Cl>CO>[Br:1][C:2]1[CH:3]=[C:4]([CH:8]2[CH2:13][CH2:12][NH:11][CH2:10][CH:9]2[O:21][CH2:22][C:23]2[CH:32]=[CH:31][C:30]3[C:25](=[CH:26][CH:27]=[CH:28][CH:29]=3)[CH:24]=2)[CH:5]=[CH:6][CH:7]=1. Procedure details: A 20 mL scintillation vial with a septum cap was charged with PS-PPh3 resin (Aldrich Chemical Co., Inc, 60 mg, 2.4 equiv), 8-hydroxyquinaldine (1.5 equiv) and DBAD (28 mg, 1.6 equiv) and purged by passing a stream of N2 for 45 seconds. Anhydr. THF (3 mL) was added and the contents of the vial were shaken for 5 min. Then, a solution of 3-((2-aminoquinolin-8-yl)oxy)propan-1-ol (16.7 mg/mL; 1.0 mL, 0.077 mmol) in anhydr. THF (1 mL) was added and the resulting suspension was agitated at room tempera... Yields the product CC1=NC2=C(C=CC=C2C=C1)OCCCOC=1C=CC=C2C=CC(=NC12)N (8-(3-((2-methylquinolin-8-yl)oxy)propoxy)quinolin-2-amine). Starting materials: C1=CC=C(C=C1)P(C2=CC=CC=C2)C3=CC=CC=C3 (PPh3), OC=1C=CC=C2C=CC(=NC12)C (8-hydroxyquinaldine), C1=CC=C(C=C1)COC(=O)/N=N/C(=O)OCC2=CC=CC=C2 (DBAD), C1=CC=C(C=C1)P(C2=CC=CC=C2)C3=CC=CC=C3 (PPh3), C1=CC=C(C=C1)COC(=O)/N=N/C(=O)OCC2=CC=CC=C2 (DBAD), NC1=NC2=C(C=CC=C2C=C1)OCCCO (3-((2-aminoquinolin-8-yl)oxy)propan-1-ol). Run in C1CCOC1 (THF). Run at time 5 minute. Reaction SMILES: C1C=CC(P(C2C=CC=CC=2)C2C=CC=CC=2)=CC=1.[OH:20][C:21]1[CH:22]=[CH:23][CH:24]=[C:25]2[C:30]=1[N:29]=[C:28]([CH3:31])[CH:27]=[CH:26]2.C1C=CC(COC(/N=N/C(OCC2C=CC=CC=2)=O)=O)=CC=1.[NH2:54][C:55]1[CH:64]=[CH:63][C:62]2[C:57](=[C:58]([O:65][CH2:66][CH2:67][CH2:68]O)[CH:59]=[CH:60][CH:61]=2)[N:56]=1>C1COCC1>[CH3:31][C:28]1[CH:27]=[CH:26][C:25]2[C:30](=[C:21]([O:20][CH2:68][CH2:67][CH2:66][O:65][C:58]3[CH:59]=[CH:60][CH:61]=[C:62]4[C:57]=3[N:56]=[C:55]([NH2:54])[CH:64]=[CH:63]4)[CH:22]=[CH:23][CH:24]=2)[N:29]=1. Reactants: CN(C)C=O, Clc1ccc2nc(Cl)nc(NCc3ccc4c(c3)OCO4)c2c1, [H-], [Na+], O, OC1COC(c2ccccc2)OC1. Product: Clc1ccc2nc(OC3COC(c4ccccc4)OC3)nc(NCc3ccc4c(c3)OCO4)c2c1. As a reaction SMILES: [CH3:16][N:17]([CH3:18])[CH:19]=[O:20].[Cl:21][c:22]1[n:23][c:24]2[cH:25][cH:26][c:27]([Cl:43])[cH:28][c:29]2[c:30]([NH:32][CH2:33][c:34]2[cH:35][c:36]3[c:37]([cH:38][cH:39]2)[O:40][CH2:41][O:42]3)[n:31]1.[H-:1].[Na+:2].[OH2:44].[OH:3][CH:4]1[CH2:5][O:6][CH:7]([c:10]2[cH:11][cH:12][cH:13][cH:14][cH:15]2)[O:8][CH2:9]1>>[O:3]([CH:4]1[CH2:5][O:6][CH:7]([c:10]2[cH:11][cH:12][cH:13][cH:14][cH:15]2)[O:8][CH2:9]1)[c:22]1[n:23][c:24]2[cH:25][cH:26][c:27]([Cl:43])[cH:28][c:29]2[c:30]([NH:32][CH2:33][c:34]2[cH:35][c:36]3[c:37]([cH:38][cH:39]2)[O:40][CH2:41][O:42]3)[n:31]1. Reactants: C1=CC(=CC=2C3=CC=CC=C3NC12)P(C1=CC=CC=C1)(C1=CC=CC=C1)=O (9H-3-carbazolyl(diphenyl)phosphine oxide), [H-].[Na+] (sodium hydride), ClC1=NC(=NC(=N1)C1=CC=CC=C1)C1=CC=CC=C1 (2-chloro-4,6-diphenyl-1,3,5-triazine). Run in CN(C)C=O (N,N′-dimethylformamide), CN(C)C=O (N,N′-dimethylformamide). Conditions: time 1 hour. Product: C1(=CC=CC=C1)C1=NC(=NC(=N1)C1=CC=CC=C1)N1C2=CC=CC=C2C=2C=C(C=CC12)P(C1=CC=CC=C1)(C1=CC=CC=C1)=O (9-(4,6-diphenyl-1,3,5-triazin-2-yl)-9H-3-carbazolyl(diphenyl)phosphine oxide). Isolated yield 69.0%. Reaction SMILES: [CH:1]1[C:13]2[NH:12][C:11]3[C:6](=[CH:7][CH:8]=[CH:9][CH:10]=3)[C:5]=2[CH:4]=[C:3]([P:14](=[O:27])([C:21]2[CH:26]=[CH:25][CH:24]=[CH:23][CH:22]=2)[C:15]2[CH:20]=[CH:19][CH:18]=[CH:17][CH:16]=2)[CH:2]=1.[H-].[Na+].Cl[C:31]1[N:36]=[C:35]([C:37]2[CH:42]=[CH:41][CH:40]=[CH:39][CH:38]=2)[N:34]=[C:33]([C:43]2[CH:48]=[CH:47][CH:46]=[CH:45][CH:44]=2)[N:32]=1>CN(C=O)C>[C:43]1([C:33]2[N:34]=[C:35]([C:37]3[CH:38]=[CH:39][CH:40]=[CH:41][CH:42]=3)[N:36]=[C:31]([N:12]3[C:13]4[CH:1]=[CH:2][C:3]([P:14](=[O:27])([C:15]5[CH:20]=[CH:19][CH:18]=[CH:17][CH:16]=5)[C:21]5[CH:22]=[CH:23][CH:24]=[CH:25][CH:26]=5)=[CH:4][C:5]=4[C:6]4[C:11]3=[CH:10][CH:9]=[CH:8][CH:7]=4)[N:32]=2)[CH:48]=[CH:47][CH:46]=[CH:45][CH:44]=1 |f:1.2|. Reported procedure: 9H-3-carbazolyl(diphenyl)phosphine oxide (8 g), prepared as above, was dissolved in 120 ml of dry N,N′-dimethylformamide under nitrogen. 1.2 g of sodium hydride was added and stirred at room temperature for 1 h. A solution of 2-chloro-4,6-diphenyl-1,3,5-triazine (U-1, 7.0 g) in dry N,N′-dimethylformamide (50 ml) was then added to the reaction mixture. The reaction was further allowed to stir for 24 h. The product was precipitated by pouring the reaction mixture into water. The solid thus obtaine... Reported procedure: 3-Bromo-7-trifluoromethylimidazo[1,2-α]pyrimidine was coupled with 2-fluoro-3-(pyridin-4-yl)benzeneboronic acid as described in Example 1 to give 3-[2-fluoro-3-(pyridin-4-yl)phenyl]-7-trifluoromethylimidazo[1,2-α]pyrimidine as a white solid. Bis-hydrochloride salt (from ethyl acetate/ethanol): δH (400 MHz, DMSO) 7.64-7.70 (2H, m), 7.95-8.01 (2H, m), 8.37 (1H, s), 8.39 (2H, s), 9.05-9.07 (2H, m), 9.40 (1H, dd, J 7 and 3); m/z (ES+) 359 (M++H). RXN SMILES: Br[C:2]1[N:6]2[CH:7]=[CH:8][C:9]([C:11]([F:14])([F:13])[F:12])=[N:10][C:5]2=[N:4][CH:3]=1.[F:15][C:16]1[C:21]([C:22]2[CH:27]=[CH:26][N:25]=[CH:24][CH:23]=2)=[CH:20][CH:19]=[CH:18][C:17]=1B(O)O>>[F:15][C:16]1[C:21]([C:22]2[CH:23]=[CH:24][N:25]=[CH:26][CH:27]=2)=[CH:20][CH:19]=[CH:18][C:17]=1[C:2]1[N:6]2[CH:7]=[CH:8][C:9]([C:11]([F:14])([F:13])[F:12])=[N:10][C:5]2=[N:4][CH:3]=1. The reactants are BrC1=CN=C2N1C=CC(=N2)C(F)(F)F (3-Bromo-7-trifluoromethylimidazo[1,2-α]pyrimidine), FC1=C(C=CC=C1C1=CC=NC=C1)B(O)O (2-fluoro-3-(pyridin-4-yl)benzeneboronic acid). Product: FC1=C(C=CC=C1C1=CC=NC=C1)C1=CN=C2N1C=CC(=N2)C(F)(F)F (3-[2-fluoro-3-(pyridin-4-yl)phenyl]-7-trifluoromethylimidazo[1,2-α]pyrimidine). Starting materials: CCOC(CBr)OCC, O=C([O-])O, CC(C)=O, [I-], [Na+], [Na+]. Yields the product CCOC(CI)OCC. Reaction SMILES: [Br:8][CH2:9][CH:10]([O:11][CH2:12][CH3:13])[O:14][CH2:15][CH3:16].[C:1](=[O:2])([OH:3])[O-:4].[CH3:17][C:18](=[O:19])[CH3:20].[I-:7].[Na+:5].[Na+:6]>>[I:7][CH2:9][CH:10]([O:11][CH2:12][CH3:13])[O:14][CH2:15][CH3:16].